From a dataset of the Open Reaction Database (ORD), a public repository of structured organic reaction records. describe an organic reaction: reactants, conditions, products, and yield The reactants are Cl.C(C)OC(CCC)=N (ethyl-butyroimidate hydrochloride), [N+](=O)([O-])C1=CC(=C(C=C1)N)N (4-nitro-1,2-phenylenediamine). Run in C(C)O (ethanol). Product: C(CC)C=1NC2=C(N1)C=CC(=C2)[N+](=O)[O-] (2-Propyl-5-nitrobenzimidazole). Isolated yield 51.7%. RXN SMILES: Cl.C(O[C:5](=N)[CH2:6][CH2:7][CH3:8])C.[N+:10]([C:13]1[CH:18]=[CH:17][C:16]([NH2:19])=[C:15]([NH2:20])[CH:14]=1)([O-:12])=[O:11]>C(O)C>[CH2:6]([C:5]1[NH:20][C:15]2[CH:14]=[C:13]([N+:10]([O-:12])=[O:11])[CH:18]=[CH:17][C:16]=2[N:19]=1)[CH2:7][CH3:8] |f:0.1|. Procedure details: A mixture of ethyl-butyroimidate hydrochloride (7.6 g, 50 mmol) and 4-nitro-1,2-phenylenediamine (7.6 g, 50 mmol) in ethanol (100 mL) was refluxed for 18 hours. The ethanol was evaporated under vacuum. The sticky solid was suspended in H2O (100 mL). Separation of the yellow solid gave the title compound (5.3 g, 52% yield). 1H-NMR (DMSO-d6 ; 200 MHz) δ 12.9 (s, 1H), 8.4 (s, 1H), 8.0-8.05 (d, 1H), 7.6-7.64 (d, 1H), 2.8-2.85 (t, 2H), 1.7-1.85 (m, 2H), 0.9-1.0 ppm (t, 3H), The reactants are NCCCNC1=NSC2=C1C=CC=C2S(=O)(=O)NC(C)(C)C (3-(3-aminopropylamino)-N-t-butylbenzo[d]isothiazole-7-sulfonamide), IC1=CC=C(C(=O)O)C=C1 (4-iodobenzoic acid), C(#N)P(OCC)(OCC)=O (diethyl cyanophosphonate), CN1CCOCC1 (4-methylmorpholine). Solvent: C(Cl)Cl (methylene chloride), C(Cl)Cl (methylene chloride), C(Cl)Cl (methylene chloride). Run at time 15 minute. Yields the product C(C)(C)(C)NS(=O)(=O)C1=CC=CC=2C(=NSC21)NCCCNC(C2=CC=C(C=C2)I)=O (N-(3-(7-(N-tert-butylsulfamoyl)benzo[d]isothiazol-3-ylamino)propyl)-4-iodobenzamide). Isolated yield 77.5%. Reaction SMILES: [I:1][C:2]1[CH:10]=[CH:9][C:5]([C:6]([OH:8])=O)=[CH:4][CH:3]=1.C(P(=O)(OCC)OCC)#N.CN1CCOCC1.[NH2:28][CH2:29][CH2:30][CH2:31][NH:32][C:33]1[C:37]2[CH:38]=[CH:39][CH:40]=[C:41]([S:42]([NH:45][C:46]([CH3:49])([CH3:48])[CH3:47])(=[O:44])=[O:43])[C:36]=2[S:35][N:34]=1>C(Cl)Cl>[C:46]([NH:45][S:42]([C:41]1[C:36]2[S:35][N:34]=[C:33]([NH:32][CH2:31][CH2:30][CH2:29][NH:28][C:6](=[O:8])[C:5]3[CH:4]=[CH:3][C:2]([I:1])=[CH:10][CH:9]=3)[C:37]=2[CH:38]=[CH:39][CH:40]=1)(=[O:43])=[O:44])([CH3:49])([CH3:48])[CH3:47]. Reported procedure: To a solution of 4-iodobenzoic acid (270 mg, 0.8 mmol) in methylene chloride (2 mL), diethyl cyanophosphonate (130 μL, 0.9 mmol) and 4-methylmorpholine (182 μL, 1.7 mmol) were added at room temperature and allowed to stir for 15 min. A solution of 3-(3-aminopropylamino)-N-t-butylbenzo[d]isothiazole-7-sulfonamide (270 mg, 0.8 mmol) in methylene chloride (4 mL) was then added and the resulting reaction mixture was allowed to stir overnight. The reaction mixture with diluted with methylene chloride... Starting materials: O([C@H]1[C@H](O)[C@@H](O)[C@H](O)[C@H](O1)CO)C1=C(C=CC=C1)CC1=CC=C(C=C1)C(=O)OC (2-[4-(methoxycarbonyl)benzyl]phenyl β-D-glucopyranoside), [OH-].[Na+] (sodium hydroxide). The solvent is CO (methanol). Reaction conditions: time 1 hour. Yields the product O([C@H]1[C@H](O)[C@@H](O)[C@H](O)[C@H](O1)CO)C1=C(C=CC=C1)CC1=CC=C(C=C1)C(=O)O (2-(4-carboxybenzyl)phenyl β-D-glucopyranoside). Isolated yield 78.7%. As a reaction SMILES: [O:1]([C:13]1[CH:18]=[CH:17][CH:16]=[CH:15][C:14]=1[CH2:19][C:20]1[CH:25]=[CH:24][C:23]([C:26]([O:28]C)=[O:27])=[CH:22][CH:21]=1)[C@@H:2]1[O:10][C@H:9]([CH2:11][OH:12])[C@@H:7]([OH:8])[C@H:5]([OH:6])[C@H:3]1[OH:4].[OH-].[Na+]>CO>[O:1]([C:13]1[CH:18]=[CH:17][CH:16]=[CH:15][C:14]=1[CH2:19][C:20]1[CH:25]=[CH:24][C:23]([C:26]([OH:28])=[O:27])=[CH:22][CH:21]=1)[C@@H:2]1[O:10][C@H:9]([CH2:11][OH:12])[C@@H:7]([OH:8])[C@H:5]([OH:6])[C@H:3]1[OH:4] |f:1.2|. Procedure: To a solution of 2-[4-(methoxycarbonyl)benzyl]phenyl β-D-glucopyranoside (0.050 g) in methanol (1 mL) was added 2 mol/L aqueous sodium hydroxide solution (0.26 mL), and the mixture was stirred at room temperature for 1 hour. The reaction mixture was purified by column chromatography on (benzenesulfonylpropyl) silica gel (eluent: methanol) to give 2-(4-carboxybenzyl)phenyl β-D-glucopyranoside (0.038 g). Starting materials: CC(C)(C)OC(=O)CBr, O=C1CC2(C(=O)Nc3ccc(Cl)cc32)C(=O)N1Cc1ccccc1, [H-], [Na+], C1CCOC1, O. Product: CC(C)(C)OC(=O)CN1C(=O)C2(CC(=O)N(Cc3ccccc3)C2=O)c2cc(Cl)ccc21. Reaction SMILES: [Br:27][CH2:28][C:29](=[O:30])[O:31][C:32]([CH3:33])([CH3:34])[CH3:35].[CH2:3]([c:4]1[cH:5][cH:6][cH:7][cH:8][cH:9]1)[N:10]1[C:11](=[O:26])[C:12]2([C:13](=[O:22])[NH:14][c:15]3[cH:16][cH:17][c:18]([Cl:21])[cH:19][c:20]32)[CH2:23][C:24]1=[O:25].[H-:1].[Na+:2].[O:37]1[CH2:38][CH2:39][CH2:40][CH2:41]1.[OH2:36]>>[CH2:3]([c:4]1[cH:5][cH:6][cH:7][cH:8][cH:9]1)[N:10]1[C:11](=[O:26])[C:12]2([C:13](=[O:22])[N:14]([CH2:28][C:29](=[O:30])[O:31][C:32]([CH3:33])([CH3:34])[CH3:35])[c:15]3[cH:16][cH:17][c:18]([Cl:21])[cH:19][c:20]32)[CH2:23][C:24]1=[O:25]. The reactants are [Li]CCCC (n-BuLi), BrC1=C2C=CN=C(C2=CC=C1)Cl (5-bromo-1-chloroisoquinoline), CN(C)C=O (DMF). Run in THF-ether. Reaction conditions: time 20 minute. The product is ClC1=NC=CC=2C(=CC=CC12)C=O (1-chloro-5-isoquinolinecarboxaldehyde). The yield is 39.1%. RXN SMILES: [Li]CCCC.Br[C:7]1[CH:16]=[CH:15][CH:14]=[C:13]2[C:8]=1[CH:9]=[CH:10][N:11]=[C:12]2[Cl:17].CN([CH:21]=[O:22])C>>[Cl:17][C:12]1[C:13]2[CH:14]=[CH:15][CH:16]=[C:7]([CH:21]=[O:22])[C:8]=2[CH:9]=[CH:10][N:11]=1. Procedure details: A solution of n-BuLi (1.76 mL, 2.5 M in hexanes, 4.4 mmol) was added to a stirred solution of 5-bromo-1-chloroisoquinoline (Braye, E.; Eloy, F.; Hoogzand, C.; Lenaers, R. Eur. J. Med. Chem., Chim. Therap. 1974, 9, 197) (1.0 g, 4.12 mmol) in THF-ether (36 mL, 1:1) at −78° C. under N2. After 20 minutes, DMF (0.66 mL, 8.5 mmol) was added and after an additional 30 minutes at −78° C. the reaction was quenched with EtOH (3 mL) and warmed to room temperature. The mixture was diluted with ether (150 mL...